This data is from the Open Reaction Database (ORD), a public repository of structured organic reaction records. The task is: describe an organic reaction: reactants, conditions, products, and yield Starting materials: C1COCCO1, Cc1ncccc1C(F)F, O=[Se]. Yields the product O=Cc1ncccc1C(F)F. As a reaction SMILES: [CH2:13]1[O:14][CH2:15][CH2:16][O:17][CH2:18]1.[F:1][CH:2]([c:3]1[c:4]([CH3:9])[n:5][cH:6][cH:7][cH:8]1)[F:10].[Se:11]=[O:12]>>[F:1][CH:2]([c:3]1[c:4]([CH:9]=[O:12])[n:5][cH:6][cH:7][cH:8]1)[F:10]. Reactants: ClCCCBr, CCCCCCCCCCCCN1CCCC1, CO. The product is [Br-], CCCCCCCCCCCC[N+]1(CCCCl)CCCC1. RXN SMILES: [Br:18][CH2:19][CH2:20][CH2:21][Cl:22].[CH2:1]([CH2:2][CH2:3][CH2:4][CH2:5][CH2:6][CH2:7][CH2:8][CH2:9][CH2:10][CH2:11][CH3:12])[N:13]1[CH2:14][CH2:15][CH2:16][CH2:17]1.[CH3:23][OH:24]>>[Br-:18].[CH2:1]([CH2:2][CH2:3][CH2:4][CH2:5][CH2:6][CH2:7][CH2:8][CH2:9][CH2:10][CH2:11][CH3:12])[N+:13]1([CH2:19][CH2:20][CH2:21][Cl:22])[CH2:14][CH2:15][CH2:16][CH2:17]1. Starting materials: ice, C(CCCCCCCCCCCC)=O (tridecanal), Cl.NCCC(=O)OC (methyl 3-aminopropionate hydrochloride), C(C)(=O)[O-].[Na+] (sodium acetate), C(#N)[BH3-].[Na+] (sodium cyanoborohydride). The solvent is CO (methanol). Conditions: time 45 minute. Yields the product C(CCCCCCCCCCCC)NCCC(=O)OC (methyl 3-tridecylaminopropionate). The yield is 54.2%. RXN SMILES: [CH:1](=O)[CH2:2][CH2:3][CH2:4][CH2:5][CH2:6][CH2:7][CH2:8][CH2:9][CH2:10][CH2:11][CH2:12][CH3:13].Cl.[NH2:16][CH2:17][CH2:18][C:19]([O:21][CH3:22])=[O:20].C([O-])(=O)C.[Na+].C([BH3-])#N.[Na+]>CO>[CH2:1]([NH:16][CH2:17][CH2:18][C:19]([O:21][CH3:22])=[O:20])[CH2:2][CH2:3][CH2:4][CH2:5][CH2:6][CH2:7][CH2:8][CH2:9][CH2:10][CH2:11][CH2:12][CH3:13] |f:1.2,3.4,5.6|. Procedure: To an ice-cooled solution of tridecanal (1.0 g), methyl 3-aminopropionate hydrochloride (704 mg), and sodium acetate (414 mg) in methanol (20 ml) was added sodium cyanoborohydride (317 mg). After stirring for 45 minutes, the mixture was quenched with water (20 ml), concentrated, and extracted with ethyl acetate (40 ml). The organic phase was washed with brine, dried, and concentrated under reduced pressure. The residue was purified on silica gel, eluting with 5% methanol in chloroform to give me... The reactants are COC(=O)CCCCCCC1C(=O)CC(OC(C)=O)C1C=O, [H-], [Na+], CCCCCC(=O)CP(=O)(OC)OC, C1CCOC1. Product: CCCCCC(=O)C=CC1C(OC(C)=O)CC(=O)C1CCCCCCC(=O)OC. Reaction SMILES: [CH3:17][O:18][C:19]([CH2:20][CH2:21][CH2:22][CH2:23][CH2:24][CH2:25][CH:26]1[CH:27]([CH:36]=[O:37])[CH:28]([O:32][C:33]([CH3:34])=[O:35])[CH2:29][C:30]1=[O:31])=[O:38].[H-:15].[Na+:16].[O:1]=[C:2]([CH2:3][P:4](=[O:5])([O:6][CH3:7])[O:8][CH3:9])[CH2:10][CH2:11][CH2:12][CH2:13][CH3:14].[O:39]1[CH2:40][CH2:41][CH2:42][CH2:43]1>>[O:1]=[C:2]([CH:3]=[CH:36][CH:27]1[CH:26]([CH2:25][CH2:24][CH2:23][CH2:22][CH2:21][CH2:20][C:19]([O:18][CH3:17])=[O:38])[C:30](=[O:31])[CH2:29][CH:28]1[O:32][C:33]([CH3:34])=[O:35])[CH2:10][CH2:11][CH2:12][CH2:13][CH3:14]. The reactants are C, CCO, O=C[O-], O=C(NCc1ccc(OC(F)F)c(F)c1)C1CN(c2nc3nc(C(F)(F)F)nc(Cl)c3s2)CCN1S(=O)(=O)c1ccc(OC(F)(F)F)cc1, [NH4+], [Pd]. Product: O=C(NCc1ccc(OC(F)F)c(F)c1)C1CN(c2nc3nc(C(F)(F)F)ncc3s2)CCN1S(=O)(=O)c1ccc(OC(F)(F)F)cc1. As a reaction SMILES: [C:57].[CH3:54][CH2:55][OH:56].[CH:50]([O-:51])=[O:52].[F:1][CH:2]([O:3][c:4]1[c:5]([F:48])[cH:6][c:7]([CH2:8][NH:9][C:10](=[O:11])[CH:12]2[N:13]([S:32](=[O:33])(=[O:34])[c:35]3[cH:36][cH:37][c:38]([O:41][C:42]([F:43])([F:44])[F:45])[cH:39][cH:40]3)[CH2:14][CH2:15][N:16]([c:18]3[s:19][c:20]4[c:21]([n:22][c:23]([C:27]([F:28])([F:29])[F:30])[n:24][c:25]4[Cl:26])[n:31]3)[CH2:17]2)[cH:46][cH:47]1)[F:49].[NH4+:53].[Pd:58]>>[F:1][CH:2]([O:3][c:4]1[c:5]([F:48])[cH:6][c:7]([CH2:8][NH:9][C:10](=[O:11])[CH:12]2[N:13]([S:32](=[O:33])(=[O:34])[c:35]3[cH:36][cH:37][c:38]([O:41][C:42]([F:43])([F:44])[F:45])[cH:39][cH:40]3)[CH2:14][CH2:15][N:16]([c:18]3[s:19][c:20]4[c:21]([n:22][c:23]([C:27]([F:28])([F:29])[F:30])[n:24][cH:25]4)[n:31]3)[CH2:17]2)[cH:46][cH:47]1)[F:49]. The reactants are BrC1=CC(=C(C=C1)O)OCC (4-bromo-2-ethoxyphenol), BrCCOCC (bromoethylethyl ether), [I-].[Na+] (sodium iodide), C([O-])([O-])=O.[K+].[K+] (potassium carbonate). Solvent: CN(C)C=O (DMF). Reaction conditions: temperature 90 celsius, time 8 hour. The product is BrC1=CC(=C(C=C1)OCCOCC)OCC (1-bromo-3-ethoxy-4-(2-ethoxyethoxy)benzene). Reaction SMILES: [Br:1][C:2]1[CH:7]=[CH:6][C:5]([OH:8])=[C:4]([O:9][CH2:10][CH3:11])[CH:3]=1.Br[CH2:13][CH2:14][O:15][CH2:16][CH3:17].[I-].[Na+].C(=O)([O-])[O-].[K+].[K+]>CN(C=O)C>[Br:1][C:2]1[CH:7]=[CH:6][C:5]([O:8][CH2:13][CH2:14][O:15][CH2:16][CH3:17])=[C:4]([O:9][CH2:10][CH3:11])[CH:3]=1 |f:2.3,4.5.6|. Procedure details: A suspension of 4-bromo-2-ethoxyphenol (8 g), bromoethylethyl ether (5 ml), sodium iodide (5.5 g) and potassium carbonate (10.2 g) in DMF (10 ml) was stirred under nitrogen atmosphere at 90° C. overnight. The solvent was evaporated, and to the residue was added water. The mixture was extracted with ethyl acetate. The organic layer was washed with water and saturated brine, and dried with anhydrous magnesium sulfate. The solvent was evaporated, and the residue was distilled under reduced pressure... The reactants are ClC1=NC(=NC(=C1C#N)NCCO)NCC=1C=NC=CC1 (4-chloro-6-(2-hydroxy-ethylamino)-2-[(pyridin-3-ylmethyl)-amino]-pyrimidine-5-carbonitrile), C1(=CC=CC=C1)C1CCNCC1 (4-phenyl-piperidine), C(C)N(C(C)C)C(C)C (N-ethyl-diisopropylamine). Solvent: O1CCOCC1 (dioxane). Yields the product OCCNC1=NC(=NC(=C1C#N)N1CCC(CC1)C1=CC=CC=C1)NCC=1C=NC=CC1 (4-(2-hydroxy-ethylamino)-6-(4-phenyl-piperidin-1-yl)-2-[(pyridin-3-ylmethyl)-amino]-pyrimidine-5-carbonitrile). Reaction SMILES: Cl[C:2]1[C:7]([C:8]#[N:9])=[C:6]([NH:10][CH2:11][CH2:12][OH:13])[N:5]=[C:4]([NH:14][CH2:15][C:16]2[CH:17]=[N:18][CH:19]=[CH:20][CH:21]=2)[N:3]=1.[C:22]1([CH:28]2[CH2:33][CH2:32][NH:31][CH2:30][CH2:29]2)[CH:27]=[CH:26][CH:25]=[CH:24][CH:23]=1.C(N(C(C)C)C(C)C)C>O1CCOCC1>[OH:13][CH2:12][CH2:11][NH:10][C:6]1[C:7]([C:8]#[N:9])=[C:2]([N:31]2[CH2:32][CH2:33][CH:28]([C:22]3[CH:27]=[CH:26][CH:25]=[CH:24][CH:23]=3)[CH2:29][CH2:30]2)[N:3]=[C:4]([NH:14][CH2:15][C:16]2[CH:17]=[N:18][CH:19]=[CH:20][CH:21]=2)[N:5]=1. Procedure details: In analogy to the procedure described in example 47b, the crude 4-chloro-6-(2-hydroxy-ethylamino)-2-[(pyridin-3-ylmethyl)-amino]-pyrimidine-5-carbonitrile (example 49a) was treated with 4-phenyl-piperidine in dioxane in the presence of N-ethyl-diisopropylamine at 100° C. to yield 4-(2-hydroxy-ethylamino)-6-(4-phenyl-piperidin-1-yl)-2-[(pyridin-3-ylmethyl)-amino]-pyrimidine-5-carbonitrile as an amorphous, brownish powder; MS: [M+H]+=430.